From a dataset of the Open Reaction Database (ORD), a public repository of structured organic reaction records. describe an organic reaction: reactants, conditions, products, and yield The reactants are C1(=CC=CC=C1)OC (anisole), IC1=CC=C(C(=O)Cl)C=C1 (4-iodobenzoyl chloride), FC(S(=O)(=O)[O-])(F)F.[Yb+3].FC(S(=O)(=O)[O-])(F)F.FC(S(=O)(=O)[O-])(F)F (ytterbium(III) trifluoromethanesulfonate). Run in [N+](=O)([O-])C (nitromethane). Conditions: temperature 60 celsius, time 8 hour. The product is IC1=CC=C(C=C1)C(=O)C1=CC=C(C=C1)OC (4-Methoxyphenyl 4-iodophenyl ketone). Isolated yield 21.4%. As a reaction SMILES: [C:1]1([O:7][CH3:8])[CH:6]=[CH:5][CH:4]=[CH:3][CH:2]=1.[I:9][C:10]1[CH:18]=[CH:17][C:13]([C:14](Cl)=[O:15])=[CH:12][CH:11]=1.FC(F)(F)S([O-])(=O)=O.[Yb+3].FC(F)(F)S([O-])(=O)=O.FC(F)(F)S([O-])(=O)=O>[N+](C)([O-])=O>[I:9][C:10]1[CH:18]=[CH:17][C:13]([C:14]([C:4]2[CH:5]=[CH:6][C:1]([O:7][CH3:8])=[CH:2][CH:3]=2)=[O:15])=[CH:12][CH:11]=1 |f:2.3.4.5|. Reported procedure: To commercially available nitromethane (10 ml) were added commercially available anisole (1.08 g), commercially available 4-iodobenzoyl chloride (2.67 g) and commercially available ytterbium(III) trifluoromethanesulfonate (620 mg), and the admixture was stirred at 60° C. overnight. The reaction mixture was partitioned between water and chloroform, and the chloroform layer was then dried with anhydrous magnesium sulfate. After removing the solvent by reduced-pressure distillation, the resulting r... The product is BrCCCCN1C2=NC(=NC(=C2N=C1OC)N)OCCCC (9-(4-Bromobutyl)-2-butoxy-8-methoxy-9H-purine-6-amine). Run at time 16 hour. Starting materials: FC(C(=O)O)(F)F.C(CCC)OC1=NC(=C2N=C(NC2=N1)OC)N (2-Butoxy-8-methoxy-9H-purin-6-amine trifluoroacetate), C([O-])([O-])=O.[K+].[K+] (potassium carbonate), BrCCCCBr (1,4-dibromobutane). Solvent: CN(C=O)C (dimethylformamide), [Cl-].[Na+].O (brine). Procedure details: The compound obtained in Example 2-1 step (v) (0.5 g) was added to potassium carbonate (0.92 g) and 1,4-dibromobutane (0.85 ml) in dimethylformamide (5 ml), and the mixture was stirred at room temperature for 16 hours. To the reaction solution was added brine and the mixture was extracted with ethyl acetate. The organic layer was washed with brine and concentrated to dryness. The residue was purified by flash column chromatography (ethyl acetate) to give the titled compound, as a white solid. Yi... Reaction SMILES: FC(F)(F)C(O)=O.[CH2:8]([O:12][C:13]1[N:21]=[C:20]2[C:16]([N:17]=[C:18]([O:22][CH3:23])[NH:19]2)=[C:15]([NH2:24])[N:14]=1)[CH2:9][CH2:10][CH3:11].C(=O)([O-])[O-].[K+].[K+].[Br:31][CH2:32][CH2:33][CH2:34][CH2:35]Br>CN(C)C=O.[Cl-].[Na+].O>[Br:31][CH2:32][CH2:33][CH2:34][CH2:35][N:19]1[C:18]([O:22][CH3:23])=[N:17][C:16]2[C:20]1=[N:21][C:13]([O:12][CH2:8][CH2:9][CH2:10][CH3:11])=[N:14][C:15]=2[NH2:24] |f:0.1,2.3.4,7.8.9|. As a reaction SMILES: [CH2:1]([CH3:2])[O:3][C:4](=[O:5])[c:6]1[cH:7][c:8]2[c:13]([cH:14][cH:15]1)[NH:12][CH:11]([c:16]1[cH:17][c:18]([NH:22][C:23]([CH3:24])([C:25]([NH:26][CH3:27])=[O:28])[CH3:29])[cH:19][cH:20][cH:21]1)[C:10]([CH3:30])([CH3:31])[CH2:9]2.[CH3:33][OH:34].[ClH:32].[Na+:41].[O:35]1[CH2:36][CH2:37][CH2:38][CH2:39]1.[OH-:40].[OH2:42]>>[O:3]=[C:4]([OH:5])[c:6]1[cH:7][c:8]2[c:13]([cH:14][cH:15]1)[NH:12][CH:11]([c:16]1[cH:17][c:18]([NH:22][C:23]([CH3:24])([C:25]([NH:26][CH3:27])=[O:28])[CH3:29])[cH:19][cH:20][cH:21]1)[C:10]([CH3:30])([CH3:31])[CH2:9]2. Product: CNC(=O)C(C)(C)Nc1cccc(C2Nc3ccc(C(=O)O)cc3CC2(C)C)c1. The reactants are CCOC(=O)c1ccc2c(c1)CC(C)(C)C(c1cccc(NC(C)(C)C(=O)NC)c1)N2, CO, Cl, [Na+], C1CCOC1, [OH-], O.